This data is from the Open Reaction Database (ORD), a public repository of structured organic reaction records. The task is: describe an organic reaction: reactants, conditions, products, and yield The reactants are C(=O)C1=CC(=C(C#N)C=C1)OC (4-formyl-2-methoxybenzonitrile), [H-].[Na+] (NaH), [I-].C[S+](C)C (trimethylsulfonium iodide). Run in C1CCOC1 (THF), C1CCOC1 (THF), CS(=O)C (DMSO). Run at temperature 0 celsius, time 20 minute. Yields the product COC1=C(C#N)C=CC(=C1)C1OC1 (2-methoxy-4-(oxiran-2-yl)benzonitrile). As a reaction SMILES: [H-].[Na+].[I-].[CH3:4][S+](C)C.[CH:8]([C:10]1[CH:17]=[CH:16][C:13]([C:14]#[N:15])=[C:12]([O:18][CH3:19])[CH:11]=1)=[O:9]>C1COCC1.CS(C)=O>[CH3:19][O:18][C:12]1[CH:11]=[C:10]([CH:8]2[CH2:4][O:9]2)[CH:17]=[CH:16][C:13]=1[C:14]#[N:15] |f:0.1,2.3|. Reported procedure: To a cool solution of NaH (0.16 g, 3.9 mmol) in THF (40 ml) was added dropwise a solution of trimethylsulfonium iodide (0.91 g, 4.5 mmol) in DMSO (20 ml). The resulting mixture was stirred at 0° C. under N2 for 20 min. The solution of 4-formyl-2-methoxybenzonitrile (0.60 g, 3.7 mmol) in THF (20 ml) was added. The resulting reaction mixture was stirred at 0° C. under N2 for 1 hr, and then it was warmed gradually to room temperature and stirred at that temperature for 12 hr. The starting material ...